From a dataset of the Open Reaction Database (ORD), a public repository of structured organic reaction records. describe an organic reaction: reactants, conditions, products, and yield Starting materials: N1=CC=CC=C1 (pyridine), BrCCC(=O)Br (bromopropionyl bromide), ice, ClC=1C=C(C(C(F)(F)F)(C#CC2CC2)O)C(=CC1)NC(C1=CC=CC=C1)(C1=CC=CC=C1)C1=CC=CC=C1 (3-Chloro-6-(triphenylmethyl)amino-α-cyclopropylethynyl-α-(trifluoromethyl)benzyl alcohol). The solvent is CCOCC (ether), CCOCC (ether). Conditions: time 1 hour. Yields the product ClC=1C=CC2=C([C@](O[C@H](C(N2)=O)C)(C(F)(F)F)\C=C\C2CC2)C1 (rel-(3S,5S)-trans-7-Chloro-5-(2-cyclopropylethenyl)-1,5-dihydro-3-methyl-5-(trifluoromethyl)-4,1-benzoxazepin-2(3H)-one). RXN SMILES: [Cl:1][C:2]1[CH:3]=[C:4]([C:16]([NH:19][C:20](C2C=CC=CC=2)(C2C=CC=CC=2)[C:21]2[CH:26]=CC=CC=2)=[CH:17][CH:18]=1)[C:5]([OH:15])([C:10]#[C:11][CH:12]1[CH2:14][CH2:13]1)[C:6]([F:9])([F:8])[F:7].N1C=CC=CC=1.BrCCC(Br)=[O:49]>CCOCC>[Cl:1][C:2]1[CH:18]=[CH:17][C:16]2[NH:19][C:20](=[O:49])[C@H:21]([CH3:26])[O:15][C@:5](/[CH:10]=[CH:11]/[CH:12]3[CH2:14][CH2:13]3)([C:6]([F:9])([F:8])[F:7])[C:4]=2[CH:3]=1. Procedure: To a stirred ice-cooled solition of 291 mg of trans-6-Amino-3-chloro-α-cyclopropylethenyl-α-(trifluoromethyl)benzyl alcohol (from Example 5, Part C.) in 13 mL of dry ether was added 0.180 mL of dry pyridine and 0.120 mL of bromopropionyl bromide. After 1 h, the reaction mixture was diluted with ether, washed with water and aqueous sodium bicarbonate, dried and evaporated. The residue was dissolved in 10 mL of dry DMF and was treated at 0° with 40 mg of 100% sodium hydride. After 15 min the cooli... Reactants: C(C)SN=CC=1C(=CC(=C(C(=O)OC)C1)C)C(C)C (Methyl 5-((ethylthio)(imino)methyl)-4-isopropyl-2-methylbenzoate), C(C)SN=CC=1C(=CC(=C(C(=O)OC)C1)C)C(C)C (Methyl 5-((ethylthio)(imino)methyl)-4-isopropyl-2-methylbenzoate), COCCC(=O)NN (3-methoxypropanehydrazide), COCCC(=O)NN (3-methoxypropanehydrazide). The solvent is C(C)(=O)O (acetic acid). Run at temperature 80 celsius. Product: C(C)(C)C1=CC(=C(C(=O)OC)C=C1C1=NN=C(N1)CCOC)C (Methyl 4-isopropyl-5-(5-(2-methoxyethyl)-4H-1,2,4-triazol-3-yl)-2-methylbenzoate). As a reaction SMILES: C(S[N:4]=[CH:5][C:6]1[C:7]([CH:17]([CH3:19])[CH3:18])=[CH:8][C:9]([CH3:16])=[C:10]([CH:15]=1)[C:11]([O:13][CH3:14])=[O:12])C.[CH3:20][O:21][CH2:22][CH2:23][C:24]([NH:26][NH2:27])=O>C(O)(=O)C>[CH:17]([C:7]1[C:6]([C:5]2[NH:4][C:24]([CH2:23][CH2:22][O:21][CH3:20])=[N:26][N:27]=2)=[CH:15][C:10]([C:11]([O:13][CH3:14])=[O:12])=[C:9]([CH3:16])[CH:8]=1)([CH3:18])[CH3:19]. Procedure details: Methyl 5-((ethylthio)(imino)methyl)-4-isopropyl-2-methylbenzoate (compound 198.4, 33 mg, 0.12 mmol, 1.0 equiv), 3-methoxypropanehydrazide (compound 143.1, 21 mg, 0.18 mmol, 1.5 equiv) and acetic acid (1.2 mL) were added to a 4-mL vial and heated at 80° C. with a loose cap for 4 hours. The solvent was removed in vacuo and the residue was dissolved in DCM (10 mL) and washed with saturated NaHCO3 (5 mL) then brine (5 mL), dried (Na2SO4), filtered and evaporated to a colorless oil (theoretical yield...